From a dataset of the Open Reaction Database (ORD), a public repository of structured organic reaction records. describe an organic reaction: reactants, conditions, products, and yield The reactants are COC(=O)c1cccc(N2CCOC2=O)c1, [Li+], C1COCCO1, [OH-]. The product is O=C(O)c1cccc(N2CCOC2=O)c1. RXN SMILES: [CH3:1][O:2][C:3]([c:4]1[cH:5][c:6]([N:10]2[C:11](=[O:15])[O:12][CH2:13][CH2:14]2)[cH:7][cH:8][cH:9]1)=[O:16].[Li+:18].[O:19]1[CH2:20][CH2:21][O:22][CH2:23][CH2:24]1.[OH-:17]>>[O:2]=[C:3]([c:4]1[cH:5][c:6]([N:10]2[C:11](=[O:15])[O:12][CH2:13][CH2:14]2)[cH:7][cH:8][cH:9]1)[OH:16]. Starting materials: C, N#Cc1c(F)ccc(Cl)c1F, [Na+], [OH-], O, [Pd]. Product: N#Cc1c(F)cccc1F. As a reaction SMILES: [C:14].[Cl:1][c:2]1[c:3]([F:11])[c:4]([C:5]#[N:6])[c:7]([F:10])[cH:8][cH:9]1.[Na+:13].[OH-:12].[OH2:16].[Pd:15]>>[cH:2]1[c:3]([F:11])[c:4]([C:5]#[N:6])[c:7]([F:10])[cH:8][cH:9]1. The reactants are [C-]#N, O=C=O, FC(F)=C(F)F, [K+], CN(C)C=O. Product: N#CC(F)(F)C(F)(F)C(=O)[O-], [K+]. As a reaction SMILES: [C-:1]#[N:2].[C:10](=[O:11])=[O:12].[F:4][C:5](=[C:6]([F:7])[F:8])[F:9].[K+:3].[O:13]=[CH:14][N:15]([CH3:16])[CH3:17]>>[C:1](#[N:2])[C:6]([C:5]([F:4])([F:9])[C:10](=[O:11])[O-:12])([F:7])[F:8].[K+:3].